This data is from the Open Reaction Database (ORD), a public repository of structured organic reaction records. The task is: describe an organic reaction: reactants, conditions, products, and yield The reactants are IC1=C(N)C=CC=C1 (2-iodoaniline), FC(C(CC(=O)OCC)=O)(F)F (ethyl 4,4,4-trifluoro-3-oxobutanoate), [OH-].[Na+] (sodium hydroxide). Reaction conditions: temperature 180 celsius, time 1 hour. Product: IC=1C=CC=C2C(C=C(NC12)C(F)(F)F)=O (8-Iodo-2-(trifluoromethyl)quinolin-4(1H)-one). Isolated yield 42.3%. As a reaction SMILES: [I:1][C:2]1[CH:8]=[CH:7][CH:6]=[CH:5][C:3]=1[NH2:4].[F:9][C:10]([F:20])([F:19])[C:11](=O)[CH2:12][C:13](OCC)=[O:14].[OH-].[Na+]>>[I:1][C:2]1[CH:8]=[CH:7][CH:6]=[C:5]2[C:3]=1[NH:4][C:11]([C:10]([F:20])([F:19])[F:9])=[CH:12][C:13]2=[O:14] |f:2.3|. Procedure details: A mixture of 2-iodoaniline (25.0 g), ethyl 4,4,4-trifluoro-3-oxobutanoate (20.8 g), and PPA (78.0 g) was stirred at 180° C. for 1 hour. After cooling, the reaction solution was neutralized with an aqueous sodium hydroxide solution, and the deposit was filtered and washed with water. The filtrate was rendered acidic with hydrochloric acid, and the deposit was filtered and washed with water. The filtration residues were dried under reduced pressure to obtain compound (3a) (16.2 g, 42%) as a white ... As a reaction SMILES: [NH2:1][CH:2]1[CH2:6][CH2:5][NH:4][CH2:3]1.[F:7][C:8]1[CH:9]=[C:10]([CH:13]=[C:14]([F:16])[CH:15]=1)[CH:11]=O>CO>[F:7][C:8]1[CH:9]=[C:10]([CH:13]=[C:14]([F:16])[CH:15]=1)[CH:11]=[N:1][CH:2]1[CH2:6][CH2:5][NH:4][CH2:3]1. Yields the product FC=1C=C(C=NC2CNCC2)C=C(C1)F (3-(3,5-Difluorobenzylidene-amino)-pyrrolidine). The solvent is CO (methanol). Procedure details: 1.72 g (20 mmol) of 3-amino-pyrrolidine are initially introduced into 20 ml of methanol, and 2.84 g (20 mmol) of 3,5-difluorobenzaldehyde are added dropwise at 20° C., while cooling in a water bath. The mixture is subsequently stirred at room temperature for one hour and is concentrated in vacuo on a rotary evaporator, and the residue (4.5 g) is distilled. 0.9 g of an oil, boiling points 80° C.-85° C./0.04 mbar, are obtained, which decomposes to give a highly viscous mass within 4 weeks when sto... The reactants are NC1CNCC1 (3-amino-pyrrolidine), FC=1C=C(C=O)C=C(C1)F (3,5-difluorobenzaldehyde). Conditions: time 1 hour. The reactants are O=CC(=O)O, [Na+], C1CCOC1, [OH-], O, C=CCCNC(C)c1ccccc1. The product is CC(c1ccccc1)N1CCC2CC1C(=O)O2. As a reaction SMILES: [C:1]([CH:2]=[O:3])(=[O:4])[OH:5].[Na+:21].[O:22]1[CH2:23][CH2:24][CH2:25][CH2:26]1.[OH-:20].[OH2:19].[c:6]1([CH:12]([CH3:13])[NH:14][CH2:15][CH2:16][CH:17]=[CH2:18])[cH:7][cH:8][cH:9][cH:10][cH:11]1>>[C:1]1(=[O:4])[CH:2]2[N:14]([CH:12]([c:6]3[cH:7][cH:8][cH:9][cH:10][cH:11]3)[CH3:13])[CH2:15][CH2:16][CH:17]([O:5]1)[CH2:18]2. The reactants are Cl (hydrochloric acid), C(C)(=O)Cl (acetyl chloride), ClCCCC1=CC=CC=C1 (1-chloro-3-phenylpropane), [Cl-].[Cl-].[Cl-].[Al+3] (aluminum trichloride). Solvent: C(Cl)Cl (CH2Cl2). Reaction conditions: temperature -7 celsius. Product: ClCCCC1=CC=C(C=C1)C(C)=O (1-[4-(3-chloropropyl)phenyl]ethanone). RXN SMILES: [Cl-].[Cl-].[Cl-].[Al+3].[C:5](Cl)(=[O:7])[CH3:6].[Cl:9][CH2:10][CH2:11][CH2:12][C:13]1[CH:18]=[CH:17][CH:16]=[CH:15][CH:14]=1.Cl>C(Cl)Cl>[Cl:9][CH2:10][CH2:11][CH2:12][C:13]1[CH:18]=[CH:17][C:16]([C:5](=[O:7])[CH3:6])=[CH:15][CH:14]=1 |f:0.1.2.3|. Procedure: 84 mL of CH2Cl2 and 14.4 g (1.1 eq.) of aluminum trichloride (AlCl3) are placed in a reactor at 20° C. with stirring. The reaction medium is cooled to −7° C. and 8.5 g (1.1 eq.) of acetyl chloride are then added. The mixture is stirred for 30 minutes and 15 g of 1-chloro-3-phenylpropane are then added at 0° C. At the end of the reaction, the reaction mixture is poured over about 30 minutes with vigorous stirring into 75 mL of 5% hydrochloric acid solution. The mixture is stirred for 1 hour at 10...